Dataset: the Open Reaction Database (ORD), a public repository of structured organic reaction records. Task: describe an organic reaction: reactants, conditions, products, and yield Starting materials: [Li+].[BH4-] (LiBH4), C(#N)C1=C(C=C(C=C1)C(C(=O)OCC)C)OC (ethyl 2-(4-cyano-3-methoxyphenyl)propanoate), O (Water). Solvent: C1CCOC1 (THF). Run at time 12 hour. Yields the product OCC(C)C1=CC(=C(C#N)C=C1)OC (4-(1-hydroxypropan-2-yl)-2-methoxybenzonitrile). RXN SMILES: [Li+].[BH4-].[C:3]([C:5]1[CH:10]=[CH:9][C:8]([CH:11]([CH3:17])[C:12](OCC)=[O:13])=[CH:7][C:6]=1[O:18][CH3:19])#[N:4].O>C1COCC1>[OH:13][CH2:12][CH:11]([C:8]1[CH:9]=[CH:10][C:5]([C:3]#[N:4])=[C:6]([O:18][CH3:19])[CH:7]=1)[CH3:17] |f:0.1|. Procedure details: LiBH4 (0.55 mL, 1.1 mmol, 2 M in THF) was added to a stirred solution of ethyl 2-(4-cyano-3-methoxyphenyl)propanoate (0.17 g, 0.73 mmol) in THF (25 mL) at 0° C. The resulting solution was stirred for 12 h. Water (15 mL) was added, and the resulting solution was extracted with dichloromethane (2×50 mL). The combined organic layers were dried over MgSO4, filtered, and evaporated under reduced pressure. The residue was purified by column chromatography eluting with EtOAc-Hexanes (7:3→1:1) to give 4... Reactants: O=C([O-])[O-], COS(=O)(=O)OC, CCC(C)=O, [K+], [K+], CCCc1c(OCCCCC#N)ccc(C(=O)c2ccccc2O)c1O. The product is CCCc1c(OCCCCC#N)ccc(C(=O)c2ccccc2OC)c1O. As a reaction SMILES: [C:27](=[O:28])([O-:29])[O-:30].[CH3:33][O:34][S:35]([O:36][CH3:37])(=[O:38])=[O:39].[CH3:40][C:41](=[O:42])[CH2:43][CH3:44].[K+:31].[K+:32].[OH:1][c:2]1[c:3]([CH2:24][CH2:25][CH3:26])[c:4]([O:5][CH2:6][CH2:7][CH2:8][CH2:9][C:10]#[N:11])[cH:12][cH:13][c:14]1[C:15]([c:16]1[c:17]([OH:22])[cH:18][cH:19][cH:20][cH:21]1)=[O:23]>>[OH:1][c:2]1[c:3]([CH2:24][CH2:25][CH3:26])[c:4]([O:5][CH2:6][CH2:7][CH2:8][CH2:9][C:10]#[N:11])[cH:12][cH:13][c:14]1[C:15]([c:16]1[c:17]([O:22][CH3:27])[cH:18][cH:19][cH:20][cH:21]1)=[O:23]. Starting materials: C(#C)C1=C(N(C(=N1)C1=CC(=CC=C1)C(F)(F)F)C)C(=O)N1CCC(CC1)N1CCCC1 ([5-Ethynyl-3-methyl-2-(3-trifluoromethyl-phenyl)-3H-imidazol-4-yl]-(4-pyrrolidin-1-yl-piperidin-1-yl)-methanone). Reagents/catalysts: [Pt]=O (platinum oxide). The product is C(C)C1=C(N(C(=N1)C1=CC(=CC=C1)C(F)(F)F)C)C(=O)N1CCC(CC1)N1CCCC1 ([5-Ethyl-3-methyl-2-(3-trifluoromethyl-phenyl)-3H-imidazol-4-yl]-(4-pyrrolidin-1-yl-piperidin-1-yl)-methanone). RXN SMILES: [C:1]([C:3]1[N:7]=[C:6]([C:8]2[CH:13]=[CH:12][CH:11]=[C:10]([C:14]([F:17])([F:16])[F:15])[CH:9]=2)[N:5]([CH3:18])[C:4]=1[C:19]([N:21]1[CH2:26][CH2:25][CH:24]([N:27]2[CH2:31][CH2:30][CH2:29][CH2:28]2)[CH2:23][CH2:22]1)=[O:20])#[CH:2]>[Pt]=O>[CH2:1]([C:3]1[N:7]=[C:6]([C:8]2[CH:13]=[CH:12][CH:11]=[C:10]([C:14]([F:17])([F:15])[F:16])[CH:9]=2)[N:5]([CH3:18])[C:4]=1[C:19]([N:21]1[CH2:22][CH2:23][CH:24]([N:27]2[CH2:31][CH2:30][CH2:29][CH2:28]2)[CH2:25][CH2:26]1)=[O:20])[CH3:2]. Procedure details: In analogy to the procedure described for example 14, [5-ethynyl-3-methyl-2-(3-trifluoromethyl-phenyl)-3H-imidazol-4-yl]-(4-pyrrolidin-1-yl-piperidin-1-yl)-methanone (example 41) was hydrogenated using platinum oxide as catalyst to give the title compound as yellow foam. MS: 435.3 (MH+). Reactants: CCO, CC1=NCCOc2c(F)cc3c(ccn3S(=O)(=O)c3ccccc3)c21. The product is CC1NCCOc2c(F)cc3c(ccn3S(=O)(=O)c3ccccc3)c21. Reaction SMILES: [CH3:26][CH2:27][OH:28].[F:1][c:2]1[c:3]2[c:4]([c:5]3[cH:6][cH:7][n:8]([S:11](=[O:12])(=[O:13])[c:14]4[cH:15][cH:16][cH:17][cH:18][cH:19]4)[c:9]3[cH:10]1)[C:20]([CH3:25])=[N:21][CH2:22][CH2:23][O:24]2>>[F:1][c:2]1[c:3]2[c:4]([c:5]3[cH:6][cH:7][n:8]([S:11](=[O:12])(=[O:13])[c:14]4[cH:15][cH:16][cH:17][cH:18][cH:19]4)[c:9]3[cH:10]1)[CH:20]([CH3:25])[NH:21][CH2:22][CH2:23][O:24]2. The reactants are CN (Methylamine), CO (methanol), NC(=O)NC=1NC(=C(C1C(=O)N)C=O)C1=CC(=CC=C1)Cl (2-aminocarbonylamino-5-(3-chlorophenyl)-4-formylpyrrole-3-carboxamide), [BH4-].[Na+] (sodium borohydride). Run in O1CCCC1 (tetrahydrofuran), CC(=O)C (Acetone). Conditions: temperature 40 celsius, time 3 hour. Product: NC(=O)NC=1NC(=C(C1C(=O)N)CNC)C1=CC(=CC=C1)Cl (2-Aminocarbonylamino-5-(3-chlorophenyl)-4-(methylaminomethyl)pyrrole-3-carboxamide). Yield: 36.0%. RXN SMILES: [CH3:1][NH2:2].CO.[NH2:5][C:6]([NH:8][C:9]1[NH:10][C:11]([C:19]2[CH:24]=[CH:23][CH:22]=[C:21]([Cl:25])[CH:20]=2)=[C:12]([CH:17]=O)[C:13]=1[C:14]([NH2:16])=[O:15])=[O:7].[BH4-].[Na+]>O1CCCC1.CC(C)=O>[NH2:5][C:6]([NH:8][C:9]1[NH:10][C:11]([C:19]2[CH:24]=[CH:23][CH:22]=[C:21]([Cl:25])[CH:20]=2)=[C:12]([CH2:17][NH:2][CH3:1])[C:13]=1[C:14]([NH2:16])=[O:15])=[O:7] |f:3.4|. Procedure details: 40% Methylamine in methanol (1 mL, 9.8 mmol) was added to a suspension of 2-aminocarbonylamino-5-(3-chlorophenyl)-4-formylpyrrole-3-carboxamide (Compound No. 17-1, 45 mg, 0.15 mmol) in tetrahydrofuran (1 mL), and the mixture was sealed and stirred at 40° C. for 3 hours. Moreover, sodium borohydride (25 mg, 0.66 mmol) was added thereto and the whole was stirred at room temperature for 3 hours. Acetone (5 mL) was added to the reaction solution and concentrated in vacuo. Water (10 mL) was added to ...